From a dataset of the Open Reaction Database (ORD), a public repository of structured organic reaction records. describe an organic reaction: reactants, conditions, products, and yield Reactants: CCOC(=O)C(C)Oc1ccc(C=O)cc1, [H-], Nc1ccc(Cl)cc1, [Na+], c1ccccc1. The product is CCOC(=O)C(C)Oc1ccc(C=Nc2ccc(Cl)cc2)cc1. RXN SMILES: [CH:3](=[O:4])[c:5]1[cH:6][cH:7][c:8]([O:9][CH:10]([C:11](=[O:12])[O:13][CH2:14][CH3:15])[CH3:16])[cH:17][cH:18]1.[H-:1].[NH2:19][c:20]1[cH:21][cH:22][c:23]([Cl:24])[cH:25][cH:26]1.[Na+:2].[cH:27]1[cH:28][cH:29][cH:30][cH:31][cH:32]1>>[CH:3]([c:5]1[cH:6][cH:7][c:8]([O:9][CH:10]([C:11](=[O:12])[O:13][CH2:14][CH3:15])[CH3:16])[cH:17][cH:18]1)=[N:19][c:20]1[cH:21][cH:22][c:23]([Cl:24])[cH:25][cH:26]1.